Dataset: the Open Reaction Database (ORD), a public repository of structured organic reaction records. Task: describe an organic reaction: reactants, conditions, products, and yield The reactants are C(O)([O-])=O.[Na+] (sodium hydrogencarbonate), ClC1=CC(=CC=C1)C(=O)OO (3-chloroperbenzoic acid), [Si](C)(C)(C(C)(C)C)OCCC(=C)C1=CC(=C(C=C1)Cl)Cl (3-(3,4-dichlorophenyl)-3-butenol t-butyldimethylsilyl ether). Run in C(Cl)Cl (methylene chloride), C(Cl)Cl (methylene chloride). Reaction conditions: time 3 hour. Yields the product [Si](C)(C)(C(C)(C)C)OCCC1(CO1)C1=CC(=C(C=C1)Cl)Cl (3-(3,4-Dichlorophenyl)-3,4-epoxy-1-butanol t-butyldimethylsilyl ether). Isolated yield 85.9%. Reaction SMILES: [Si:1]([O:8][CH2:9][CH2:10][C:11]([C:13]1[CH:18]=[CH:17][C:16]([Cl:19])=[C:15]([Cl:20])[CH:14]=1)=[CH2:12])([C:4]([CH3:7])([CH3:6])[CH3:5])([CH3:3])[CH3:2].C(=O)([O-])[OH:22].[Na+].ClC1C=CC=C(C(OO)=O)C=1>C(Cl)Cl>[Si:1]([O:8][CH2:9][CH2:10][C:11]1([C:13]2[CH:18]=[CH:17][C:16]([Cl:19])=[C:15]([Cl:20])[CH:14]=2)[O:22][CH2:12]1)([C:4]([CH3:6])([CH3:7])[CH3:5])([CH3:3])[CH3:2] |f:1.2|. Procedure: 3.00 g (9.05 mmole) of 3-(3,4-dichlorophenyl)-3-butenol t-butyldimethylsilyl ether [prepared as described in Example 1(b)] were dissolved in 60 ml of methylene chloride, and 2.52 g (30.0 mmole) of sodium hydrogencarbonate and 3.88 g (15.7 mmole) of 3-chloroperbenzoic acid (content: 70%) were added to the resulting solution. The mixture was then stirred at room temperature for 3 hours. At the end of this time, the reaction mixture was diluted with methylene chloride and then washed with a 1 N aqu... The reactants are solid, Cl.Cl.FC1=CC=C(C=2C=COC21)C2CCN(CC2)CC[C@@H]2CC[C@H](CC2)N (trans-4-{2-[4-(7-fluoro-benzofuran-4-yl)-piperidin-1-yl]-ethyl}-cyclohexylamine dihydrochloride), Cl.Cl.FC1=CC=C(C=2C=COC21)C2CCN(CC2)CC[C@@H]2CC[C@H](CC2)N (trans-4-{2-[4-(7-fluoro-benzofuran-4-yl)-piperidin-1-yl]-ethyl}-cyclohexylamine dihydrochloride), O1CCC(CC1)C(=O)O (tetrahydropyran-4-yl-carboxylic acid). The product is FC1=CC=C(C=2C=COC21)C2CCN(CC2)CC[C@@H]2CC[C@H](CC2)NC(=O)C2CCOCC2 (Tetrahydro-pyran-4-carboxylic acid trans-(4-{2-[4-(7-fluoro-benzofuran-4-yl)-piperidin-1-yl]-ethyl}-cyclohexyl)-amide). RXN SMILES: Cl.Cl.[F:3][C:4]1[C:12]2[O:11][CH:10]=[CH:9][C:8]=2[C:7]([CH:13]2[CH2:18][CH2:17][N:16]([CH2:19][CH2:20][C@H:21]3[CH2:26][CH2:25][C@H:24]([NH2:27])[CH2:23][CH2:22]3)[CH2:15][CH2:14]2)=[CH:6][CH:5]=1.[O:28]1[CH2:33][CH2:32][CH:31]([C:34](O)=[O:35])[CH2:30][CH2:29]1>>[F:3][C:4]1[C:12]2[O:11][CH:10]=[CH:9][C:8]=2[C:7]([CH:13]2[CH2:18][CH2:17][N:16]([CH2:19][CH2:20][C@H:21]3[CH2:22][CH2:23][C@H:24]([NH:27][C:34]([CH:31]4[CH2:32][CH2:33][O:28][CH2:29][CH2:30]4)=[O:35])[CH2:25][CH2:26]3)[CH2:15][CH2:14]2)=[CH:6][CH:5]=1 |f:0.1.2|. Reported procedure: The title compound, off-white solid (87 mg, 76%), MS (ISP) m/z=457.4 [(M+H)+], mp 208° C., was prepared in accordance with the general method of example 1 from trans-4-{2-[4-(7-fluoro-benzofuran-4-yl)-piperidin-1-yl]-ethyl}-cyclohexylamine dihydrochloride (intermediate C) (104 mg, 0.25 mmol) and tetrahydropyran-4-yl-carboxylic acid.